The task is: describe an organic reaction: reactants, conditions, products, and yield. This data is from the Open Reaction Database (ORD), a public repository of structured organic reaction records. The reactants are OC(COC1=CC=C(C=2NC(NC21)=O)C)CNC(C)(C)C (4-(2-Hydroxy-3-tert.-butylaminopropoxy)-7-methyl-2-benzimidazolinone), OC(COC1=CC=C(C=2NC(NC21)=O)C)CNC(C)(C)C (4-(2-Hydroxy-3-tert.-butylaminopropoxy)-7-methyl-2-benzimidazolinone), C[O-].[Na+] (sodium methylate), C(C1=CC=CC=C1)(=O)N=[N+]=[N-] (benzoic acid azide), Cl (hydrochloric acid). The solvent is CN(C=O)C (dimethylformamide). The product is Cl.C(C1=CC=CC=C1)(=O)OC(COC1=CC=C(C=2NC(NC21)=O)C)CNC(C)(C)C (4-[2-benzoyloxy-3-tert.-butylaminopropoxy]-7-methyl-2-benzimidazolinone hydrochloride). RXN SMILES: [OH:1][CH:2]([CH2:16][NH:17][C:18]([CH3:21])([CH3:20])[CH3:19])[CH2:3][O:4][C:5]1[C:13]2[NH:12][C:11](=[O:14])[NH:10][C:9]=2[C:8]([CH3:15])=[CH:7][CH:6]=1.C[O-].[Na+].[C:25](N=[N+]=[N-])(=[O:32])[C:26]1[CH:31]=[CH:30][CH:29]=[CH:28][CH:27]=1.[ClH:36]>CN(C)C=O>[ClH:36].[C:25]([O:1][CH:2]([CH2:16][NH:17][C:18]([CH3:21])([CH3:20])[CH3:19])[CH2:3][O:4][C:5]1[C:13]2[NH:12][C:11](=[O:14])[NH:10][C:9]=2[C:8]([CH3:15])=[CH:7][CH:6]=1)(=[O:32])[C:26]1[CH:31]=[CH:30][CH:29]=[CH:28][CH:27]=1 |f:1.2,6.7|. Procedure: 4-(2-Hydroxy-3-tert.-butylaminopropoxy)-7-methyl-2-benzimidazolinone (prepared from the hydrochloride (see Example 3) and methanolic sodium methylate solution) is stirred for 5 days at ambient temperature with an equimolar amount of benzoic acid azide in dimethylformamide. The crystalline precipitate obtained is mixed with ethereal hydrochloric acid and, after evaporation, recrystallised from ethanol to give 4-[2-benzoyloxy-3-tert.-butylaminopropoxy]-7-methyl-2-benzimidazolinone hydrochloride; m... The reactants are C1CCNCC1, Cc1c(C(=O)N2CC(C)NC(C)C2)c[nH]c1C=O, COc1cccc(-c2cccc3c2CC(=O)N3)c1, CCO. Product: COc1cccc(-c2cccc3c2C(=Cc2[nH]cc(C(=O)N4CC(C)NC(C)C4)c2C)C(=O)N3)c1. As a reaction SMILES: [CH2:37]1[CH2:38][CH2:39][NH:40][CH2:41][CH2:42]1.[CH3:19][CH:20]1[CH2:21][N:22]([C:27](=[O:28])[c:29]2[c:30]([CH3:36])[c:31]([CH:34]=[O:35])[nH:32][cH:33]2)[CH2:23][CH:24]([CH3:26])[NH:25]1.[CH3:1][O:2][c:3]1[cH:4][c:5](-[c:9]2[c:10]3[c:14]([cH:15][cH:16][cH:17]2)[NH:13][C:12](=[O:18])[CH2:11]3)[cH:6][cH:7][cH:8]1.[CH3:43][CH2:44][OH:45]>>[CH3:1][O:2][c:3]1[cH:4][c:5](-[c:9]2[c:10]3[c:14]([cH:15][cH:16][cH:17]2)[NH:13][C:12](=[O:18])[C:11]3=[CH:34][c:31]2[c:30]([CH3:36])[c:29]([C:27]([N:22]3[CH2:21][CH:20]([CH3:19])[NH:25][CH:24]([CH3:26])[CH2:23]3)=[O:28])[cH:33][nH:32]2)[cH:6][cH:7][cH:8]1. The reactants are COc1cc(Br)ccc1O, CC(=O)[O-], CC1(C)OB(c2ccc(Oc3ccccc3)cc2C(F)(F)F)OC1(C)C, OB(O)c1ccccc1Cl, ClCCl. The product is COc1cc(Br)ccc1Oc1ccccc1Cl. Reaction SMILES: [Br:11][c:12]1[cH:13][c:14]([O:19][CH3:20])[c:15]([OH:18])[cH:16][cH:17]1.[CH3:21][C:22](=[O:23])[O-:24].[CH3:25][C:26]1([CH3:27])[C:28]([CH3:29])([CH3:30])[O:31][B:32]([c:33]2[cH:34][cH:35][c:36]([O:37][c:38]3[cH:39][cH:40][cH:41][cH:42][cH:43]3)[cH:44][c:45]2[C:46]([F:47])([F:48])[F:49])[O:50]1.[Cl:1][c:2]1[c:3]([B:8]([OH:9])[OH:10])[cH:4][cH:5][cH:6][cH:7]1.[Cl:51][CH2:52][Cl:53]>>[Cl:1][c:2]1[c:3]([O:18][c:15]2[c:14]([O:19][CH3:20])[cH:13][c:12]([Br:11])[cH:17][cH:16]2)[cH:4][cH:5][cH:6][cH:7]1. Reaction SMILES: CS([C:4]1[N:9]=[CH:8][C:7]2=[CH:10][CH:11]=[C:12]([C:13]3[CH:18]=[CH:17][CH:16]=[CH:15][C:14]=3[O:19][CH3:20])[N:6]2[N:5]=1)=O.[CH3:21][O:22][C:23]1[CH:28]=[C:27]([N:29]2[CH2:35][CH2:34][CH2:33][N:32]([CH:36]3[CH2:41][CH2:40][N:39]([CH3:42])[CH2:38][CH2:37]3)[CH2:31][CH2:30]2)[CH:26]=[CH:25][C:24]=1[NH2:43].COC1C=C(C2CCN(C[C@H](OC3N=CC4=CC=C(C5C=CC=CC=5OC)N4N=3)C(F)(F)F)CC2)C=CC=1N>>[CH3:21][O:22][C:23]1[CH:28]=[C:27]([N:29]2[CH2:35][CH2:34][CH2:33][N:32]([CH:36]3[CH2:37][CH2:38][N:39]([CH3:42])[CH2:40][CH2:41]3)[CH2:31][CH2:30]2)[CH:26]=[CH:25][C:24]=1[NH:43][C:4]1[N:9]=[CH:8][C:7]2=[CH:10][CH:11]=[C:12]([C:13]3[CH:18]=[CH:17][CH:16]=[CH:15][C:14]=3[O:19][CH3:20])[N:6]2[N:5]=1. Procedure details: Following the experimental procedure described in Example 753, 2-methanesulfinyl-7-(2-methoxy-phenyl)-pyrrolo[2,1-f][1,2,4]triazine and 2-methoxy-4-[4-(1-methyl-piperidin-4-yl)-perhydro-1,4-diazepin-1-yl]-phenylamine were converted to 2-methoxy-4-(1-{(S)-3,3,3-trifluoro-2-[7-(2-methoxy-phenyl)-pyrrolo[2,1-f][1,2,4]triazin-2-yloxy]-propyl}-piperidin-4-yl)-phenylamine as a yellow solid (61 mg, 46%). MP: 71-80° C.; 1H-NMR (CDCl3) δ 8.64 (s, 1H), 8.13 (d, J=8.7 Hz, 1H), 8.06 (d, J=7.6 Hz, 1H), 7.40 ... Yields the product COC1=C(C=CC(=C1)N1CCN(CCC1)C1CCN(CC1)C)NC1=NN2C(C=N1)=CC=C2C2=C(C=CC=C2)OC ({2-Methoxy-4-[4-(1-methyl-piperidin-4-yl)-[1,4]diazepan-1-yl]-phenyl}-[7-(2-methoxy-phenyl)-pyrrolo[2,1-f][1,2,4]triazin-2-yl]-amine). Reactants: CS(=O)C1=NN2C(C=N1)=CC=C2C2=C(C=CC=C2)OC (2-methanesulfinyl-7-(2-methoxy-phenyl)-pyrrolo[2,1-f][1,2,4]triazine), COC1=C(C=CC(=C1)N1CCN(CCC1)C1CCN(CC1)C)N (2-methoxy-4-[4-(1-methyl-piperidin-4-yl)-perhydro-1,4-diazepin-1-yl]-phenylamine), COC1=C(C=CC(=C1)C1CCN(CC1)C[C@@H](C(F)(F)F)OC1=NN2C(C=N1)=CC=C2C2=C(C=CC=C2)OC)N (2-methoxy-4-(1-{(S)-3,3,3-trifluoro-2-[7-(2-methoxy-phenyl)-pyrrolo[2,1-f][1,2,4]triazin-2-yloxy]-propyl}-piperidin-4-yl)-phenylamine). RXN SMILES: [CH2:14]([CH:15]=[CH2:16])[Br:17].[CH:3](=[O:4])[c:5]1[cH:6][cH:7][c:8]([C:9](=[O:10])[OH:11])[cH:12][cH:13]1.[H-:1].[Na+:2].[O:19]=[CH:20][N:21]([CH3:22])[CH3:23].[OH2:18]>>[CH:3](=[O:4])[c:5]1[cH:6][cH:7][c:8]([C:9](=[O:10])[O:11][CH2:16][CH:15]=[CH2:14])[cH:12][cH:13]1. Yields the product C=CCOC(=O)c1ccc(C=O)cc1. Reactants: C=CCBr, O=Cc1ccc(C(=O)O)cc1, [H-], [Na+], CN(C)C=O, O. The reactants are C1(=CC=CC=C1)C1CC(CC(C1)=O)=O (5-phenylcyclohexane-1,3-dione), BrC=1C=C(C=O)C=C(C1O)OC (3-bromo-5-methoxy-4-hydroxybenzaldehyde), C/C(=C\C#N)/N (3-aminocrotonitrile), C(C)O (ethanol). Run at temperature 75 celsius, time 3 hour. Product: BrC=1C=C(C=C(C1O)OC)N1C(=C(CC=2C(CC(CC12)C1=CC=CC=C1)=O)C#N)C (3-Bromo-4-hydroxy-5-methoxyphenyl-2-methyl-5-oxo-7-phenyl-1,4,5,6,7,8-hexahydroquinoline-3-carbonitrile). RXN SMILES: [C:1]1([CH:7]2[CH2:12][C:11](=[O:13])[CH2:10][C:9](=O)[CH2:8]2)[CH:6]=[CH:5][CH:4]=[CH:3][CH:2]=1.[Br:15][C:16]1[CH:17]=[C:18]([CH:21]=[C:22]([O:25][CH3:26])[C:23]=1[OH:24])C=O.[CH3:27]/[C:28](/[NH2:32])=[CH:29]\[C:30]#[N:31].[CH2:33](O)C>>[Br:15][C:16]1[CH:17]=[C:18]([N:32]2[C:9]3[CH2:8][CH:7]([C:1]4[CH:2]=[CH:3][CH:4]=[CH:5][CH:6]=4)[CH2:12][C:11](=[O:13])[C:10]=3[CH2:33][C:29]([C:30]#[N:31])=[C:28]2[CH3:27])[CH:21]=[C:22]([O:25][CH3:26])[C:23]=1[OH:24]. Reported procedure: A mixture of 5-phenylcyclohexane-1,3-dione (0.51 g), 3-bromo-5-methoxy-4-hydroxybenzaldehyde (0.62 g) and 3-aminocrotonitrile (0.22 g) in 20 mL absolute ethanol was stirred at 75° C. for 3 h. The reaction mixture was concentrated and the title compound was obtained as a off-white solid after flash column chromatography (silica gel, heptane/ethyl acetate (3/7, v/v), Rf=0.36).